Dataset: the Open Reaction Database (ORD), a public repository of structured organic reaction records. Task: describe an organic reaction: reactants, conditions, products, and yield The reactants are C(C)(=O)OCCC[Si](C1=CC=CC=C1)(C1=CC=CC=C1)C1=CC=CC=C1 (3-acetoxypropyltriphenylsilane), solution, C([O-])([O-])=O.[Na+].[Na+] (sodium carbonate). Run in C(C)O (ethanol). Product: OCCC[Si](C1=CC=CC=C1)(C1=CC=CC=C1)C1=CC=CC=C1 (3-hydroxypropyltriphenylsilane). Yield: 95.3%. Reaction SMILES: C([O:4][CH2:5][CH2:6][CH2:7][Si:8]([C:21]1[CH:26]=[CH:25][CH:24]=[CH:23][CH:22]=1)([C:15]1[CH:20]=[CH:19][CH:18]=[CH:17][CH:16]=1)[C:9]1[CH:14]=[CH:13][CH:12]=[CH:11][CH:10]=1)(=O)C.C(=O)([O-])[O-].[Na+].[Na+]>C(O)C>[OH:4][CH2:5][CH2:6][CH2:7][Si:8]([C:21]1[CH:26]=[CH:25][CH:24]=[CH:23][CH:22]=1)([C:9]1[CH:10]=[CH:11][CH:12]=[CH:13][CH:14]=1)[C:15]1[CH:20]=[CH:19][CH:18]=[CH:17][CH:16]=1 |f:1.2.3|. Reported procedure: 32.9 g (91.4 mmol) of compound (C) was added to a 1 N solution of sodium carbonate in ethanol and the mixture was heated at 70° to 80° C. for 3 h to conduct the hydrolysis. 27.7 g (87.1 mmol) of 3-hydroxypropyltriphenylsilane (D) was thus obtained (yield: 95.4%). 250 ml of dry benzene was placed in a flask after replacing air in the flask with a dry inert gas (argon). 5.0 g (15.7 mmol) of compound (D) and 1.9 g of triethylamine were dissolved therein. 50 ml of a solution of 1.6 g (17.7 mmol) of ... Reactants: NC1=C(C=C(C(=C1)OC)OC)C(=O)C1=CC=CC=C1 ((2-amino-4,5-dimethoxyphenyl)(phenyl)methanone), Br (HBr). Solvent: CS(=O)C (DMSO), O (water), O (H2O). Run at temperature 60 celsius. Yields the product NC1=C(C(=O)C2=CC=CC=C2)C=C(C(=C1Br)OC)OC (2-amino-3-bromo-4,5-dimethoxybenzophenone). Yield: 65.0%. RXN SMILES: [NH2:1][C:2]1[CH:7]=[C:6]([O:8][CH3:9])[C:5]([O:10][CH3:11])=[CH:4][C:3]=1[C:12]([C:14]1[CH:19]=[CH:18][CH:17]=[CH:16][CH:15]=1)=[O:13].[BrH:20]>CS(C)=O.O>[NH2:1][C:2]1[C:7]([Br:20])=[C:6]([O:8][CH3:9])[C:5]([O:10][CH3:11])=[CH:4][C:3]=1[C:12]([C:14]1[CH:19]=[CH:18][CH:17]=[CH:16][CH:15]=1)=[O:13]. Procedure: To a solution of 900 mg (3.5 mmol) of (2-amino-4,5-dimethoxyphenyl)(phenyl)methanone (XXIaa) in 60 ml of DMSO, add dropwise at 0° C. 15 g of HBr 40% by weight in water. Heat at 60° C. for 24 hours. Add 400 ml of H2O and extract four times with 200 ml of AcOEt; dry on MgSO4, evaporate the AcOEt and purify by silica chromatography (AcOEt 1/hexane 4). Yield: 65%. 1H-NMR (CDCl3, 300 MHz): d 3.67 (s, 3H, OCH3), 3.97 (s, 3H, OCH3), 6.59 (s, 2H, NH2), 7.06 (s, 1H Ar), 7.47–7.65 (m, 5H Ar). Mass: (M+H)+... The reactants are ( 1 ), C(C(=O)Cl)(=O)Cl (oxalyl chloride), ( 2 ), [Cl-] (chloride), N (ammonia), OC(=O)[C@@H](C)C1=CC=C(CC(C)C)C=C1 ((S)-(+)-ibuprofen), C(C(C)C)C1=CC=C(C=C1)[C@@H](C(=O)Cl)C ((S)-(+)-2-(4-isobutylphenyl)propanoyl chloride). Yields the product C(C(C)C)C1=CC=C(C=C1)[C@@H](C(=O)N)C ((S)-(+)-2-(4-isobutylphenyl)propionamide). As a reaction SMILES: [OH:1][C:2]([C@H:4]([C:6]1[CH:15]=[CH:14][C:9]([CH2:10][CH:11]([CH3:13])[CH3:12])=[CH:8][CH:7]=1)[CH3:5])=O.C(C1C=CC([C@H](C)C(Cl)=O)=CC=1)C(C)C.C(Cl)(=O)C(Cl)=O.[Cl-].[NH3:38]>>[CH2:10]([C:9]1[CH:14]=[CH:15][C:6]([C@H:4]([CH3:5])[C:2]([NH2:38])=[O:1])=[CH:7][CH:8]=1)[CH:11]([CH3:13])[CH3:12]. Procedure details: The above hydrolysis procedure gives about 2% racemization demonstrated by: (1) converting a sample of (S)-(+)-ibuprofen (98.6% S enantiomer by HPLC) to (S)-(+)-2-(4-isobutylphenyl)propanoyl chloride with oxalyl chloride; (2) treating the chloride with ammonia to obtain (S)-(+)-2-(4-isobutylphenyl)propionamide; and (3) hydrolyzing the amide as described above to regenerate (S)-(+)-ibuprofen (96.6% S enantiomer by HPLC). Reactants: C(C1=CC=CC=C1)OCCC=CC1=C(C=CC(=C1)Br)O (2-(4-benzyloxybut-1-enyl)-4-bromophenol), sodium metaborate octahydrate, C(C1=CC=CC=C1)OC=1C=C(C=CC1)B(O)O (3-benzyloxybenzeneboronic acid), O.NN (hydrazine hydrate). Reagents/catalysts: Cl[Pd]([P](C1=CC=CC=C1)(C2=CC=CC=C2)C3=CC=CC=C3)([P](C4=CC=CC=C4)(C5=CC=CC=C5)C6=CC=CC=C6)Cl (bis(triphenylphosphine)palladium(II) chloride). The solvent is C1CCOC1 (THF), C1CCOC1 (THF), O (water). Product: C(C1=CC=CC=C1)OC=1C=C(C=CC1)C1=CC(=C(C=C1)O)C=CCCOCC1=CC=CC=C1 (3′-benzyloxy-3-(4-benzyloxybut-1-enyl)biphenyl-4-ol). As a reaction SMILES: [CH2:1]([O:8][CH2:9][CH2:10][CH:11]=[CH:12][C:13]1[CH:18]=[C:17](Br)[CH:16]=[CH:15][C:14]=1[OH:20])[C:2]1[CH:7]=[CH:6][CH:5]=[CH:4][CH:3]=1.O.NN.[CH2:24]([O:31][C:32]1[CH:33]=[C:34](B(O)O)[CH:35]=[CH:36][CH:37]=1)[C:25]1[CH:30]=[CH:29][CH:28]=[CH:27][CH:26]=1>C1COCC1.O.Cl[Pd](Cl)([P](C1C=CC=CC=1)(C1C=CC=CC=1)C1C=CC=CC=1)[P](C1C=CC=CC=1)(C1C=CC=CC=1)C1C=CC=CC=1>[CH2:24]([O:31][C:32]1[CH:37]=[C:36]([C:17]2[CH:16]=[CH:15][C:14]([OH:20])=[C:13]([CH:12]=[CH:11][CH2:10][CH2:9][O:8][CH2:1][C:2]3[CH:7]=[CH:6][CH:5]=[CH:4][CH:3]=3)[CH:18]=2)[CH:35]=[CH:34][CH:33]=1)[C:25]1[CH:30]=[CH:29][CH:28]=[CH:27][CH:26]=1 |f:1.2,^1:49,68|. Reported procedure: 10.3 g (31 mmol) of 2-(4-benzyloxybut-1-enyl)-4-bromophenol, 5.5 g (20 mmol) of sodium metaborate octahydrate and 0.6 g (0.84 mmol) of bis(triphenylphosphine)palladium(II) chloride are initially introduced in 20 ml of THF and 60 ml of water, and, after addition of 0.03 ml of hydrazine hydrate, a solution of 6.0 g (26 mmol) of 3-benzyloxybenzeneboronic acid in 40 ml of THF is added dropwise. The batch is heated under reflux overnight and subsequently extracted four times with dichloromethane. The... Starting materials: CC(=O)O, N#CO[K], Nc1cccc(-n2c(=O)c(Cc3ccccc3)nc3cccnc32)c1, O. The product is NC(=O)Nc1cccc(-n2c(=O)c(Cc3ccccc3)nc3cccnc32)c1. Reaction SMILES: [CH3:30][C:31](=[O:32])[OH:33].[K:26][O:27][C:28]#[N:29].[NH2:1][c:2]1[cH:3][c:4](-[n:8]2[c:9]3[c:10]([n:11][c:12]([CH2:15][c:16]4[cH:17][cH:18][cH:19][cH:20][cH:21]4)[c:13]2=[O:14])[cH:22][cH:23][cH:24][n:25]3)[cH:5][cH:6][cH:7]1.[OH2:34]>>[NH:1]([c:2]1[cH:3][c:4](-[n:8]2[c:9]3[c:10]([n:11][c:12]([CH2:15][c:16]4[cH:17][cH:18][cH:19][cH:20][cH:21]4)[c:13]2=[O:14])[cH:22][cH:23][cH:24][n:25]3)[cH:5][cH:6][cH:7]1)[C:28](=[O:27])[NH2:29].